From a dataset of the Open Reaction Database (ORD), a public repository of structured organic reaction records. describe an organic reaction: reactants, conditions, products, and yield Reactants: NC1=CC=CC=C1 (Aniline), C[Al](C)C (trimethyl aluminum), C(C)OC(CN1N=C(C(=C1C(F)(F)F)C1=CC=C(C=C1)F)C1=CC=C(C=C1)S(=O)(=O)C)=O (ethyl[4-(4-fluorophenyl)-3-[4-(methylsulfonyl)phenyl]-5-(trifluoromethyl)-1H-pyrazol-1-yl]acetate). Solvent: C(Cl)Cl (methylene chloride). Conditions: temperature 25 celsius, time 24 hour. Product: C1(=CC=CC=C1)NC(CN1N=C(C(=C1C(F)(F)F)C1=CC=C(C=C1)F)C1=CC=C(C=C1)S(=O)(=O)C)=O (N-phenyl-[4-(4-fluorophenyl)-3-[4-(methylsulfonyl)phenyl]-5-(trifluoromethyl)-1H-pyrazol-1-yl]acetamide). Yield: 69.6%. RXN SMILES: [NH2:1][C:2]1[CH:7]=[CH:6][CH:5]=[CH:4][CH:3]=1.C[Al](C)C.C([O:14][C:15](=O)[CH2:16][N:17]1[C:21]([C:22]([F:25])([F:24])[F:23])=[C:20]([C:26]2[CH:31]=[CH:30][C:29]([F:32])=[CH:28][CH:27]=2)[C:19]([C:33]2[CH:38]=[CH:37][C:36]([S:39]([CH3:42])(=[O:41])=[O:40])=[CH:35][CH:34]=2)=[N:18]1)C>C(Cl)Cl>[C:2]1([NH:1][C:15](=[O:14])[CH2:16][N:17]2[C:21]([C:22]([F:25])([F:23])[F:24])=[C:20]([C:26]3[CH:27]=[CH:28][C:29]([F:32])=[CH:30][CH:31]=3)[C:19]([C:33]3[CH:38]=[CH:37][C:36]([S:39]([CH3:42])(=[O:41])=[O:40])=[CH:35][CH:34]=3)=[N:18]2)[CH:7]=[CH:6][CH:5]=[CH:4][CH:3]=1. Procedure: Aniline (0.07 g, 0.75 mmol) was added to a methylene chloride solution of trimethyl aluminum (0.38 mL, 0.75 mmol, 2.0M in hexanes) at 25° C. under nitrogen. After gas evolution had ceased (approx. 30 minutes), ethyl[4-(4-fluorophenyl)-3-[4-(methylsulfonyl)phenyl]-5-(trifluoromethyl)-1H-pyrazol-1-yl]acetate (Example 8) (0.25 g, 0.5 mmol) was added and the mixture stirred for 24 hours at 25° C. The reaction was quenched with dilute aqueous HCl and extracted with two portions ethyl acetate and the ...